From a dataset of the Open Reaction Database (ORD), a public repository of structured organic reaction records. describe an organic reaction: reactants, conditions, products, and yield Reactants: Brc1cccc(I)c1, O=C([O-])[O-], CC(C)(C)C(=O)CC(=O)C(C)(C)C, CN1CCCC1=O, Oc1ccc(Cl)cc1Oc1ccccc1, Cl[Cu], [Cs+], [Cs+]. Yields the product Clc1ccc(Oc2cccc(Br)c2)c(Oc2ccccc2)c1. Reaction SMILES: [Br:16][c:17]1[cH:18][c:19]([I:23])[cH:20][cH:21][cH:22]1.[C:37](=[O:38])([O-:39])[O-:40].[CH3:24][C:25]([CH3:26])([C:27](=[O:28])[CH2:29][C:30](=[O:31])[C:32]([CH3:33])([CH3:34])[CH3:35])[CH3:36].[CH3:43][N:44]1[CH2:45][CH2:46][CH2:47][C:48]1=[O:49].[Cl:1][c:2]1[cH:3][c:4]([O:9][c:10]2[cH:11][cH:12][cH:13][cH:14][cH:15]2)[c:5]([OH:8])[cH:6][cH:7]1.[Cl:50][Cu:51].[Cs+:41].[Cs+:42]>>[Cl:1][c:2]1[cH:3][c:4]([O:9][c:10]2[cH:11][cH:12][cH:13][cH:14][cH:15]2)[c:5]([O:8][c:19]2[cH:18][c:17]([Br:16])[cH:22][cH:21][cH:20]2)[cH:6][cH:7]1. The reactants are C(C1=CC=CC=C1)N1[C@H]2[C@H](OCC1=O)CN(CC2)C(=O)OC(C)(C)C (trans-tert-butyl 1-benzyl-2-oxooctahydro-6H-pyrido[3,4-b][1,4]oxazine-6-carboxylate), CO (Methanol). Solvent: C1CCOC1 (THF). Conditions: time 8 hour. Product: C(C1=CC=CC=C1)N1C2C(OCC1)CN(CC2)C(=O)OC(C)(C)C (tert-butyl 1-benzyloctahydro-6H-pyrido[3,4-b][1,4]oxazine-6-carboxylate). As a reaction SMILES: [CH2:1]([N:8]1[C:13](=O)[CH2:12][O:11][C@@H:10]2[CH2:15][N:16]([C:19]([O:21][C:22]([CH3:25])([CH3:24])[CH3:23])=[O:20])[CH2:17][CH2:18][C@@H:9]12)[C:2]1[CH:7]=[CH:6][CH:5]=[CH:4][CH:3]=1.CO>C1COCC1>[CH2:1]([N:8]1[CH2:13][CH2:12][O:11][CH:10]2[CH2:15][N:16]([C:19]([O:21][C:22]([CH3:25])([CH3:24])[CH3:23])=[O:20])[CH2:17][CH2:18][CH:9]12)[C:2]1[CH:3]=[CH:4][CH:5]=[CH:6][CH:7]=1. Reported procedure: To a solution of trans-tert-butyl 1-benzyl-2-oxooctahydro-6H-pyrido[3,4-b][1,4]oxazine-6-carboxylate (126 g, 346 mmol) in anhydrous THF (2 L) was added borane methylsulfide complex (109 mL, 1.038 mol) drop wise at 0° C. The mixture was stirred at room temperature overnight. Methanol (300 mL) was added to the mixture at room temperature and heated to reflux for 1 h. The mixture was washed with saturated NaHCO3 and brine, dried over sodium sulfate, and concentrated under reduced pressure. The resi... Reactants: N1=C2C(=CC3=CC=CC=C13)C(=O)OC2=O (2,3-quinolinedicarboxylic anhydride), NC(C(=O)N)(C(C)C)C (2-amino-2,3-dimethylbutyramide). Run in O1CCCC1 (tetrahydrofuran), O1CCCC1 (THF). Reaction conditions: time 15 minute. Product: C(N)(=O)C(C(C)C)(C)NC(=O)C1=NC2=CC=CC=C2C=C1C(=O)O (2-[(1-carbamoyl-1,2-dimethylpropyl)-carbamoyl]-3-quinolinecarboxylic acid). As a reaction SMILES: [N:1]1[C:10]2[C:5](=[CH:6][CH:7]=[CH:8][CH:9]=2)[CH:4]=[C:3]2[C:11]([O:13][C:14](=[O:15])[C:2]=12)=[O:12].[NH2:16][C:17]([CH3:24])([CH:21]([CH3:23])[CH3:22])[C:18]([NH2:20])=[O:19]>O1CCCC1>[C:18]([C:17]([NH:16][C:14]([C:2]1[C:3]([C:11]([OH:13])=[O:12])=[CH:4][C:5]2[C:10](=[CH:9][CH:8]=[CH:7][CH:6]=2)[N:1]=1)=[O:15])([CH3:24])[CH:21]([CH3:23])[CH3:22])(=[O:19])[NH2:20]. Reported procedure: A solution of 2,3-quinolinedicarboxylic anhydride (0.037 mol) in tetrahydrofuran (THF, 250 mL) is stirred at 5° C. under a drying tube, and a solution of 2-amino-2,3-dimethylbutyramide (0.037 mol) in THF (50 mL) added thereto, in small increments, over a 15 minute period. The reaction mixture is allowed to warm slowly to room temperature for an extended period of time, i.e. about 17 hours. The solvent is evaporated in vacuo to afford a gummy residue, which is triturated with hot ethyl acetate (4...